From a dataset of the Open Reaction Database (ORD), a public repository of structured organic reaction records. describe an organic reaction: reactants, conditions, products, and yield Yields the product CCNc1cc(-c2cccc(C(F)(F)F)c2)nc(C#N)c1N. Starting materials: CCNc1cc(-c2cccc(C(F)(F)F)c2)nc(C#N)c1[N+](=O)[O-], Cl, [K+], CN(C)C=O, [OH-], O, O, Cl[Sn](Cl)(Cl)Cl. RXN SMILES: [CH2:8]([CH3:9])[NH:10][c:11]1[c:12]([N+:29]([O-:30])=[O:31])[c:13]([C:27]#[N:28])[n:14][c:15](-[c:17]2[cH:18][c:19]([C:23]([F:24])([F:25])[F:26])[cH:20][cH:21][cH:22]2)[cH:16]1.[ClH:34].[K+:33].[O:35]=[CH:36][N:37]([CH3:38])[CH3:39].[OH-:32].[OH2:1].[OH2:2].[Sn:3]([Cl:4])([Cl:5])([Cl:6])[Cl:7]>>[CH2:8]([CH3:9])[NH:10][c:11]1[c:12]([NH2:29])[c:13]([C:27]#[N:28])[n:14][c:15](-[c:17]2[cH:18][c:19]([C:23]([F:24])([F:25])[F:26])[cH:20][cH:21][cH:22]2)[cH:16]1. Reactants: CC(=O)O, C1CCOC1, Cc1cccc(O)c1, [K+], [OH-], CS(=O)(=O)c1ccc(N=Nc2ccc(O)cc2)cc1. Yields the product Cc1cc(O)ccc1N=Nc1ccc(S(C)(=O)=O)cc1. Reaction SMILES: [C:30]([OH:31])(=[O:32])[CH3:33].[CH2:34]1[O:35][CH2:36][CH2:37][CH2:38]1.[CH3:20][c:21]1[cH:22][c:23]([OH:24])[cH:25][cH:26][cH:27]1.[K+:29].[OH-:28].[OH:1][c:2]1[cH:3][cH:4][c:5]([N:8]=[N:9][c:10]2[cH:11][cH:12][c:13]([S:16](=[O:17])(=[O:18])[CH3:19])[cH:14][cH:15]2)[cH:6][cH:7]1>>[OH:1][c:2]1[cH:3][c:4]([CH3:20])[c:5]([N:8]=[N:9][c:10]2[cH:11][cH:12][c:13]([S:16](=[O:17])(=[O:18])[CH3:19])[cH:14][cH:15]2)[cH:6][cH:7]1. The reactants are B, CO, O=Cc1ccccc1, Cl, NCC1=CCN(C(=O)OCc2ccccc2)C1, NCC1CN(C(=O)OCc2ccccc2)CC1F, [Na+], [OH-], c1ccncc1. Product: O=C(OCc1ccccc1)N1CC(F)C(CNCc2ccccc2)C1. As a reaction SMILES: [BH3:50].[CH3:54][OH:55].[CH:36]([c:37]1[cH:38][cH:39][cH:40][cH:41][cH:42]1)=[O:43].[ClH:51].[NH2:19][CH2:20][C:21]1=[CH:28][CH2:27][N:23]([C:24]([O:25][CH2:29][c:30]2[cH:31][cH:32][cH:33][cH:34][cH:35]2)=[O:26])[CH2:22]1.[NH2:1][CH2:2][CH:3]1[CH2:4][N:5]([C:9](=[O:10])[O:11][CH2:12][c:13]2[cH:14][cH:15][cH:16][cH:17][cH:18]2)[CH2:6][CH:7]1[F:8].[Na+:53].[OH-:52].[n:44]1[cH:45][cH:46][cH:47][cH:48][cH:49]1>>[NH:1]([CH2:2][CH:3]1[CH2:4][N:5]([C:9](=[O:10])[O:11][CH2:12][c:13]2[cH:14][cH:15][cH:16][cH:17][cH:18]2)[CH2:6][CH:7]1[F:8])[CH2:29][c:30]1[cH:31][cH:32][cH:33][cH:34][cH:35]1. Reactants: COCCN, CO, Cc1n[nH]c(N)c1-c1nc2ccc(S(=O)(=O)Cl)cc2s1. Yields the product COCCNS(=O)(=O)c1ccc2nc(-c3c(C)n[nH]c3N)sc2c1. Reaction SMILES: [CH3:21][O:22][CH2:23][CH2:24][NH2:25].[CH3:26][OH:27].[NH2:1][c:2]1[c:3](-[c:8]2[s:9][c:10]3[c:11]([n:12]2)[cH:13][cH:14][c:15]([S:17](=[O:18])(=[O:19])[Cl:20])[cH:16]3)[c:4]([CH3:7])[n:5][nH:6]1>>[NH2:1][c:2]1[c:3](-[c:8]2[s:9][c:10]3[c:11]([n:12]2)[cH:13][cH:14][c:15]([S:17](=[O:18])(=[O:19])[NH:25][CH2:24][CH2:23][O:22][CH3:21])[cH:16]3)[c:4]([CH3:7])[n:5][nH:6]1. Reactants: ClC1=C2C(=NC3=CC=CC=C13)N(N=C2C)C2=NC=CC=C2 (4-chloro-3-methyl-1-(2-pyridinyl)-1H-pyrazolo[3,4-b]quinoline), ice, C(CCC)O (1-butanol), [H-].[Na+] (sodium hydride). The solvent is O1CCCC1 (tetrahydrofuran). Run at time 15 minute. The product is C(CCC)OC1=C2C(=NC3=CC=CC=C13)N(N=C2C)C2=NC=CC=C2 (4-Butoxy-3-methyl-1-(2-pyridinyl)-1H-pyrazolo[3,4-b]quinoline). Isolated yield 25.7%. As a reaction SMILES: [CH2:1]([OH:5])[CH2:2][CH2:3][CH3:4].[H-].[Na+].Cl[C:9]1[C:18]2[C:13](=[CH:14][CH:15]=[CH:16][CH:17]=2)[N:12]=[C:11]2[N:19]([C:23]3[CH:28]=[CH:27][CH:26]=[CH:25][N:24]=3)[N:20]=[C:21]([CH3:22])[C:10]=12>O1CCCC1>[CH2:1]([O:5][C:9]1[C:18]2[C:13](=[CH:14][CH:15]=[CH:16][CH:17]=2)[N:12]=[C:11]2[N:19]([C:23]3[CH:28]=[CH:27][CH:26]=[CH:25][N:24]=3)[N:20]=[C:21]([CH3:22])[C:10]=12)[CH2:2][CH2:3][CH3:4] |f:1.2|. Reported procedure: To an ice-cold solution of 1-butanol (5.0 g, 68 mmol) in tetrahydrofuran (15 mL) was added sodium hydride (oiliness, content 60%, 0.41 g, 17 mmol), and the mixture was stirred at room temperature for 15 minutes. After 4-chloro-3-methyl-1-(2-pyridinyl)-1H-pyrazolo[3,4-b]quinoline (1.0 g, 3.39 mmol) was added thereto at 0° C., the mixture was heated under reflux further for 1 hour. The reaction mixture was allowed to cool to room temperature, and the solvent was evaporated and concentrated under r... Reactants: C=CCC(CCCC(N)=O)C(=O)OC, C=CCC(CCCC(=O)OC)C(=O)OC, C=CCC1(C(=O)OC)CCCC1=O, CO, N, O=S(Cl)Cl. The product is C=CCC(CCCC#N)C(=O)OC. RXN SMILES: [C:15](=[O:16])([O:17][CH3:18])[CH:19]([CH2:20][CH2:21][CH2:22][C:23](=[O:24])[NH2:25])[CH2:26][CH:27]=[CH2:28].[C:29]([CH:30]([CH2:31][CH:32]=[CH2:33])[CH2:34][CH2:35][CH2:36][C:37]([O:38][CH3:39])=[O:40])([O:41][CH3:42])=[O:43].[CH2:1]([C:2]1([C:3]([O:4][CH3:5])=[O:6])[CH2:7][CH2:8][CH2:9][C:10]1=[O:11])[CH:12]=[CH2:13].[CH3:48][OH:49].[NH3:14].[S:44]([Cl:45])([Cl:46])=[O:47]>>[C:15](=[O:16])([O:17][CH3:18])[CH:19]([CH2:20][CH2:21][CH2:22][C:23]#[N:25])[CH2:26][CH:27]=[CH2:28]. Starting materials: N (ammonia), 38.4, C(C)OC(=O)C=1OC2=C(C(C1)=O)C(=CC=C2CC=C)OCC2CCCO2 (8-allyl-5-tetrahydrofurfuryloxy-4-oxo-4H-1-benzopyran-2-carboxylic acid ethyl ester). The solvent is C(C)O (ethanol). Run at temperature 0 celsius. The product is C(C=C)C1=CC=C(C=2C(C=C(OC21)C(=O)N)=O)OCC2CCCO2 (8-allyl-5-tetrahydrofurfuryloxy-4-oxo-4H-1-benzopyran-2-carboxamide). RXN SMILES: [NH3:1].C([O:4][C:5]([C:7]1[O:8][C:9]2[C:17]([CH2:18][CH:19]=[CH2:20])=[CH:16][CH:15]=[C:14]([O:21][CH2:22][CH:23]3[O:27][CH2:26][CH2:25][CH2:24]3)[C:10]=2[C:11](=[O:13])[CH:12]=1)=O)C>C(O)C>[CH2:18]([C:17]1[C:9]2[O:8][C:7]([C:5]([NH2:1])=[O:4])=[CH:12][C:11](=[O:13])[C:10]=2[C:14]([O:21][CH2:22][CH:23]2[O:27][CH2:26][CH2:25][CH2:24]2)=[CH:15][CH:16]=1)[CH:19]=[CH2:20]. Procedure details: Anhydrous ammonia gas was passed through a stirred solution of 38.4 parts of 8-allyl-5-tetrahydrofurfuryloxy-4-oxo-4H-1-benzopyran-2-carboxylic acid ethyl ester in 600 parts of anhydrous ethanol at 45° C for 3 hours. The resulting dark, reddish brown solution was cooled to 0° C. A white crystalline solid was formed, which was collected and dried in vacuo. 24.7 Parts of 8-allyl-5-tetrahydrofurfuryloxy-4-oxo-4H-1-benzopyran-2-carboxamide were obtained, melting point 211.5°-213.5° C. Starting materials: CCOC(=O)N1CC(C(=O)O)Oc2ccc(C#N)cc21, CC1CCCO1, CCOC(C)=O, CN(C)CC#Cc1cc(N2C3CCC2CC3)ccc1N, c1ccncc1. Product: CCOC(=O)N1CC(C(=O)Nc2ccc(N3C4CCC3CC4)cc2C#CCN(C)C)Oc2ccc(C#N)cc21. As a reaction SMILES: [C:1](#[N:2])[c:3]1[cH:4][cH:5][c:6]2[c:7]([cH:20]1)[N:8]([C:15](=[O:16])[O:17][CH2:18][CH3:19])[CH2:9][CH:10]([C:12](=[O:13])[OH:14])[O:11]2.[CH3:47][CH:48]1[CH2:49][CH2:50][CH2:51][O:52]1.[CH3:53][CH2:54][O:55][C:56](=[O:57])[CH3:58].[CH:21]12[CH2:22][CH2:23][CH:24]([CH2:25][CH2:26]1)[N:27]2[c:28]1[cH:29][c:30]([C:35]#[C:36][CH2:37][N:38]([CH3:39])[CH3:40])[c:31]([NH2:32])[cH:33][cH:34]1.[cH:41]1[cH:42][cH:43][n:44][cH:45][cH:46]1>>[C:1](#[N:2])[c:3]1[cH:4][cH:5][c:6]2[c:7]([cH:20]1)[N:8]([C:15](=[O:16])[O:17][CH2:18][CH3:19])[CH2:9][CH:10]([C:12](=[O:14])[NH:32][c:31]1[c:30]([C:35]#[C:36][CH2:37][N:38]([CH3:39])[CH3:40])[cH:29][c:28]([N:27]3[CH:21]4[CH2:22][CH2:23][CH:24]3[CH2:25][CH2:26]4)[cH:34][cH:33]1)[O:11]2.